This data is from the Open Reaction Database (ORD), a public repository of structured organic reaction records. The task is: describe an organic reaction: reactants, conditions, products, and yield The reactants are CCOC(=O)c1cnc2ccc(OC)cc2c1, CCO, [Na+], [OH-]. The product is COc1ccc2ncc(C(=O)O)cc2c1. As a reaction SMILES: [CH3:1][O:2][c:3]1[cH:4][c:5]2[cH:6][c:7]([C:13](=[O:14])[O:15][CH2:16][CH3:17])[cH:8][n:9][c:10]2[cH:11][cH:12]1.[CH3:20][CH2:21][OH:22].[Na+:19].[OH-:18]>>[CH3:1][O:2][c:3]1[cH:4][c:5]2[cH:6][c:7]([C:13](=[O:14])[OH:15])[cH:8][n:9][c:10]2[cH:11][cH:12]1. Reactants: [BH3-]C#N.[Na+] (NaBH3CN), C(C=O)(=O)OCC (ethyl glyoxylate), CC(=O)O (HOAc), NCCCN1CCOCC1 (4-(3-aminopropyl)morpholine). The solvent is CO (MeOH), C(=O)(O)[O-].[Na+] (NaHCO3). Run at time 15 minute. The product is C(C)OC(CNCCCN1CCOCC1)=O ((3-Morpholin-4-yl-propylamino)acetic acid ethyl ester). Isolated yield 47.2%. RXN SMILES: [NH2:1][CH2:2][CH2:3][CH2:4][N:5]1[CH2:10][CH2:9][O:8][CH2:7][CH2:6]1.[C:11]([O:15][CH2:16][CH3:17])(=[O:14])[CH:12]=O.CC(O)=O.[BH3-]C#N.[Na+]>CO.C([O-])(O)=O.[Na+]>[CH2:16]([O:15][C:11](=[O:14])[CH2:12][NH:1][CH2:2][CH2:3][CH2:4][N:5]1[CH2:10][CH2:9][O:8][CH2:7][CH2:6]1)[CH3:17] |f:3.4,6.7|. Procedure details: A solution of 4-(3-aminopropyl)morpholine (10.0 mL, 68.4 mmol) in MeOH (180 mL) was cooled in an ice bath and treated with ethyl glyoxylate (50% solution in toluene, 20.0 mL, 98.0 mmol) and HOAc (12 mL). After stirring for 15 min, NaBH3CN (4.81 g, 76.5 mmol) was added and the mixture was allowed to stir at 0° C. for 2 h. The mixture was diluted with saturated aqueous NaHCO3 (500 mL) and then extracted with EtOAc (5×300 mL) followed by CH2Cl2 (9×200 mL). The combined CH2Cl2 layers were dried over... Reactants: FC1=CC(=C(C=C1)C1=C(C=NC=C1)NCC1COCCC1)OC (4-(4-fluoro-2-methoxyphenyl)-N-((tetrahydro-2H-pyran-3-yl)methyl)pyridin-3-amine), CS(=O)(=O)C=1C=C(C(=O)O)C=C(C1)C(F)(F)F (3-(methylsulfonyl)-5-(trifluoromethyl)benzoic acid). The product is FC1=CC(=C(C=C1)C1=C(C=NC=C1)N(C(C1=CC(=CC(=C1)C(F)(F)F)S(=O)(=O)C)=O)CC1COCCC1)OC ((+)-N-[4-(4-Fluoro-2-methoxy-phenyl)-pyridin-3-yl]-3-methanesulfonyl-N-[1-(tetrahydro-pyran-3-yl)methyl]-5-trifluoromethyl-benzamide). Reaction SMILES: [F:1][C:2]1[CH:7]=[CH:6][C:5]([C:8]2[CH:13]=[CH:12][N:11]=[CH:10][C:9]=2[NH:14][CH2:15][CH:16]2[CH2:21][CH2:20][CH2:19][O:18][CH2:17]2)=[C:4]([O:22][CH3:23])[CH:3]=1.[CH3:24][S:25]([C:28]1[CH:29]=[C:30]([CH:34]=[C:35]([C:37]([F:40])([F:39])[F:38])[CH:36]=1)[C:31](O)=[O:32])(=[O:27])=[O:26]>>[F:1][C:2]1[CH:7]=[CH:6][C:5]([C:8]2[CH:13]=[CH:12][N:11]=[CH:10][C:9]=2[N:14]([CH2:15][CH:16]2[CH2:21][CH2:20][CH2:19][O:18][CH2:17]2)[C:31](=[O:32])[C:30]2[CH:34]=[C:35]([C:37]([F:40])([F:38])[F:39])[CH:36]=[C:28]([S:25]([CH3:24])(=[O:27])=[O:26])[CH:29]=2)=[C:4]([O:22][CH3:23])[CH:3]=1. Procedure: The title compound was prepared in analogy to example 90, from 4-(4-fluoro-2-methoxyphenyl)-N-((tetrahydro-2H-pyran-3-yl)methyl)pyridin-3-amine and 3-(methylsulfonyl)-5-(trifluoromethyl)benzoic acid (example 114, intermediate a) after a reaction time of 90 hours at room temperature. The compound was purified by silica gel chromatography on a 20 g column using an MPLC system (CombiFlash Companion, Isco Inc.) eluting with a gradient of n-heptane:EtOAc (100:0 to 0:100). Chiral chromatography on a C...